Dataset: the Open Reaction Database (ORD), a public repository of structured organic reaction records. Task: describe an organic reaction: reactants, conditions, products, and yield Starting materials: C(C1=CC=CC=C1)OC[C@@H](CON1C2=NC=NC(=C2N=C1)N)OCP(=O)(OCC)OCC ((S)-9-[3-benzyloxy-2-(diethoxyphosphorylmethoxy)propoxy]adenine). The reagents and catalysts are [Pd] (Pd-C). Solvent: ClCCl (dichloromethane), FC(C(=O)O)(F)F (trifluoroacetic acid), N (ammonia). Conditions: time 5 hour. Yields the product C(C)OP(=O)(OCC)CO[C@H](CON1C2=NC=NC(=C2N=C1)N)CO ((S)-9-[2-(diethoxyphosphorylmethoxy)3-hydroxypropoxy]adenine), gum. Isolated yield 65.0%. RXN SMILES: C([O:8][CH2:9][C@H:10]([O:23][CH2:24][P:25]([O:30][CH2:31][CH3:32])([O:27][CH2:28][CH3:29])=[O:26])[CH2:11][O:12][N:13]1[CH:21]=[N:20][C:19]2[C:14]1=[N:15][CH:16]=[N:17][C:18]=2[NH2:22])C1C=CC=CC=1>ClCCl.FC(F)(F)C(O)=O.N.[Pd]>[CH2:31]([O:30][P:25]([CH2:24][O:23][C@@H:10]([CH2:9][OH:8])[CH2:11][O:12][N:13]1[CH:21]=[N:20][C:19]2[C:14]1=[N:15][CH:16]=[N:17][C:18]=2[NH2:22])([O:27][CH2:28][CH3:29])=[O:26])[CH3:32]. Procedure details: 10% Pd-C (50 mg) was added to a solution of (S)-9-[3-benzyloxy-2-(diethoxyphosphorylmethoxy)propoxy]adenine (0.21 g, 0.45 mmol) in dichloromethane (5 ml) and trifluoroacetic acid (lml) and the mixture hydrogenated at atmospheric pressure and ambient temperature for 5 hours. The mixture was filtered, the filtrate evaporated and the residue obtained dissolved in ethanolic ammonia solution (5 ml). After 15 minutes the solvent was evaporated and the residue chromatographed on silica gel using dichlo... Starting materials: O=Cc1nn(C2CCCCO2)c2cc(OCc3ccccc3)ccc12, C1CCOC1, Cl. Product: CC(O)c1nn(C2CCCCO2)c2cc(OCc3ccccc3)ccc12. RXN SMILES: [CH2:1]([c:2]1[cH:3][cH:4][cH:5][cH:6][cH:7]1)[O:8][c:9]1[cH:10][cH:11][c:12]2[c:13]([CH:24]=[O:25])[n:14][n:15]([CH:18]3[O:19][CH2:20][CH2:21][CH2:22][CH2:23]3)[c:16]2[cH:17]1.[CH2:27]1[O:28][CH2:29][CH2:30][CH2:31]1.[ClH:26]>>[CH2:1]([c:2]1[cH:3][cH:4][cH:5][cH:6][cH:7]1)[O:8][c:9]1[cH:10][cH:11][c:12]2[c:13]([CH:24]([OH:25])[CH3:27])[n:14][n:15]([CH:18]3[O:19][CH2:20][CH2:21][CH2:22][CH2:23]3)[c:16]2[cH:17]1.